From a dataset of the Open Reaction Database (ORD), a public repository of structured organic reaction records. describe an organic reaction: reactants, conditions, products, and yield As a reaction SMILES: [CH:10]([Cl:11])([Cl:12])[Cl:13].[OH:1][CH2:2][c:3]1[n:4][cH:5][c:6]([CH3:9])[cH:7][n:8]1>>[O:1]=[CH:2][c:3]1[n:4][cH:5][c:6]([CH3:9])[cH:7][n:8]1. Product: Cc1cnc(C=O)nc1. Starting materials: ClC(Cl)Cl, Cc1cnc(CO)nc1. Reactants: C(=O)(OCC)N1CC2=C(N(C=3C=CC(=CC23)Br)CCCCCCCC)CC1 (2-Carbethoxy-8-bromo-5-n-octyl-1,2,3,4-tetrahydropyrido[4,3-b]indole), C1(=CC(=CC=C1)B(O)O)C (m-tolylboronic acid), aqueous solution, C(=O)([O-])[O-].[K+].[K+] (K2CO3). Reagents/catalysts: C=1C=CC(=CC1)[P](C=2C=CC=CC2)(C=3C=CC=CC3)[Pd]([P](C=4C=CC=CC4)(C=5C=CC=CC5)C=6C=CC=CC6)([P](C=7C=CC=CC7)(C=8C=CC=CC8)C=9C=CC=CC9)[P](C=1C=CC=CC1)(C=1C=CC=CC1)C=1C=CC=CC1 (Pd(PPh3)4). The solvent is O1CCOCC1 (1,4-dioxane). The product is C(=O)(OCC)N1CC2=C(N(C=3C=CC(=CC23)C=2C=C(C=CC2)C)CCCCCCCC)CC1 (2-Carbethoxy-8-m-tolyl-5-n-octyl-1,2,3,4-tetrahydropyrido[4,3-b]indole). Yield: 60.4%. As a reaction SMILES: [C:1]([N:6]1[CH2:27][CH2:26][C:9]2[N:10]([CH2:18][CH2:19][CH2:20][CH2:21][CH2:22][CH2:23][CH2:24][CH3:25])[C:11]3[CH:12]=[CH:13][C:14](Br)=[CH:15][C:16]=3[C:8]=2[CH2:7]1)([O:3][CH2:4][CH3:5])=[O:2].[C:28]1([CH3:37])[CH:33]=[CH:32][CH:31]=[C:30](B(O)O)[CH:29]=1.C([O-])([O-])=O.[K+].[K+]>O1CCOCC1.C1C=CC([P]([Pd]([P](C2C=CC=CC=2)(C2C=CC=CC=2)C2C=CC=CC=2)([P](C2C=CC=CC=2)(C2C=CC=CC=2)C2C=CC=CC=2)[P](C2C=CC=CC=2)(C2C=CC=CC=2)C2C=CC=CC=2)(C2C=CC=CC=2)C2C=CC=CC=2)=CC=1>[C:1]([N:6]1[CH2:27][CH2:26][C:9]2[N:10]([CH2:18][CH2:19][CH2:20][CH2:21][CH2:22][CH2:23][CH2:24][CH3:25])[C:11]3[CH:12]=[CH:13][C:14]([C:30]4[CH:29]=[C:28]([CH3:37])[CH:33]=[CH:32][CH:31]=4)=[CH:15][C:16]=3[C:8]=2[CH2:7]1)([O:3][CH2:4][CH3:5])=[O:2] |f:2.3.4,^1:53,55,74,93|. Procedure details: To the mixture of 2-Carbethoxy-8-bromo-5-n-octyl-1,2,3,4-tetrahydropyrido[4,3-b]indole (4b, 1 equiv.), m-tolylboronic acid (1.1 equiv.) and Pd(PPh3)4 (0.05 equiv.) in 12 mL 1,4-dioxane was added 4 mL aqueous solution of K2CO3 (3 equiv.). The mixture was refluxed under N2 atmosphere for about 10 h. On cooling, the solvent was evaporated and the resulting residue was extracted with DCM (20 mL×3), the DCM layer was washed with brine, dried (Na2SO4) and filtered. The residue obtained on removal of t... Reactants: C(C)(=O)OC(C)=O (acetic anhydride), NC1=CC=NC2=C(C=CC(=C12)OC)OC (4-amino-5,8-dimethoxyquinoline). The reagents and catalysts are CN(C)C=1C=CN=CC1 (DMAP). Product: C(C)(=O)NC1=CC=NC2=C(C=CC(=C12)OC)OC (4-Acetamido-5,8-dimethoxyquinoline). As a reaction SMILES: [NH2:1][C:2]1[C:11]2[C:6](=[C:7]([O:14][CH3:15])[CH:8]=[CH:9][C:10]=2[O:12][CH3:13])[N:5]=[CH:4][CH:3]=1.[C:16](OC(=O)C)(=[O:18])[CH3:17]>CN(C1C=CN=CC=1)C>[C:16]([NH:1][C:2]1[C:11]2[C:6](=[C:7]([O:14][CH3:15])[CH:8]=[CH:9][C:10]=2[O:12][CH3:13])[N:5]=[CH:4][CH:3]=1)(=[O:18])[CH3:17]. Reported procedure: A suspension of 3 g (14.7 mmol) of 4-amino-5,8-dimethoxyquinoline and of 0.72 g (5.88 mmol) of DMAP in 30 mL of acetic anhydride is stirred at ambient temperature for 24 hours. After concentrating on a rotary evaporator, the reaction medium is washed with 40 mL of saturated NaHCO3 solution and then extracted with CHCl3 (3 times 50 mL). The extracts are dried over MgSO4 and the solvent is evaporated off, followed by evaporation of the remaining acetic anhydride by azeotropic entrainment with benz... Reactants: O.[Br-].[N+](=O)([O-])C1=C(C[P+](C2=CC=CC=C2)(C2=CC=CC=C2)C2=CC=CC=C2)C=CC=C1 ((2-Nitrobenzyl)triphenylphosphonium bromide monohydrate), C(=O)[C@@H]1CO[C@@H](CN1C(=O)OC(C)(C)C)CCC1=C(C=CC=C1)NC([C@H](C(C1=CC=CC=C1)C1=CC=CC=C1)NC(=O)OC)=O (tert-Butyl(2R,5S)-5-formyl-2-{2-[2-({(2S)-2-[(methoxycarbonyl)amino]-3,3-diphenylpropanoyl}amino)phenyl]ethyl}morpholine-4-carboxylate), C([O-])([O-])=O.[K+].[K+] (potassium carbonate), C1COCCOCCOCCOCCOCCO1 (18-crown-6). The solvent is COCCOC (DME), COCCOC (DME). Conditions: time 18 hour. Yields the product COC(=O)N[C@H](C(=O)NC1=C(C=CC=C1)CC[C@@H]1CN([C@@H](CO1)C=CC1=C(C=CC=C1)[N+](=O)[O-])C(=O)OC(C)(C)C)C(C1=CC=CC=C1)C1=CC=CC=C1 (tert-Butyl(2R,5R)-2-{2-[2-({(2S)-2-[(methoxycarbonyl)amino]-3,3-diphenylpropanoyl}amino)phenyl]ethyl}-5-[2-(2-nitrophenyl)vinyl]morpholine-4-carboxylate). Reaction SMILES: O.[Br-].[N+:3]([C:6]1[CH:31]=[CH:30][CH:29]=[CH:28][C:7]=1[CH2:8][P+](C1C=CC=CC=1)(C1C=CC=CC=1)C1C=CC=CC=1)([O-:5])=[O:4].C(=O)([O-])[O-].[K+].[K+].C1OCCOCCOCCOCCOCCOC1.[CH:56]([C@H:58]1[N:63]([C:64]([O:66][C:67]([CH3:70])([CH3:69])[CH3:68])=[O:65])[CH2:62][C@@H:61]([CH2:71][CH2:72][C:73]2[CH:78]=[CH:77][CH:76]=[CH:75][C:74]=2[NH:79][C:80](=[O:100])[C@@H:81]([NH:95][C:96]([O:98][CH3:99])=[O:97])[CH:82]([C:89]2[CH:94]=[CH:93][CH:92]=[CH:91][CH:90]=2)[C:83]2[CH:88]=[CH:87][CH:86]=[CH:85][CH:84]=2)[O:60][CH2:59]1)=O>COCCOC>[CH3:99][O:98][C:96]([NH:95][C@@H:81]([CH:82]([C:83]1[CH:84]=[CH:85][CH:86]=[CH:87][CH:88]=1)[C:89]1[CH:94]=[CH:93][CH:92]=[CH:91][CH:90]=1)[C:80]([NH:79][C:74]1[CH:75]=[CH:76][CH:77]=[CH:78][C:73]=1[CH2:72][CH2:71][C@H:61]1[O:60][CH2:59][C@@H:58]([CH:56]=[CH:8][C:7]2[CH:28]=[CH:29][CH:30]=[CH:31][C:6]=2[N+:3]([O-:5])=[O:4])[N:63]([C:64]([O:66][C:67]([CH3:68])([CH3:70])[CH3:69])=[O:65])[CH2:62]1)=[O:100])=[O:97] |f:0.1.2,3.4.5|. Procedure details: (2-Nitrobenzyl)triphenylphosphonium bromide monohydrate (1.4 equiv), potassium carbonate (2.0 equiv) and 18-crown-6 (0.1 equiv) were combined in DME (0.16 M vs aldehyde). The mixture was stirred at room temperature for 5 min. tert-Butyl(2R,5S)-5-formyl-2-{2-[2-({(2S)-2-[(methoxycarbonyl)amino]-3,3-diphenylpropanoyl}amino)phenyl]ethyl}morpholine-4-carboxylate (1.0 equiv) was dissolved in DME (0.16 M) and added to the reaction mixture. The reaction mixture was stirred at room temperature for 18 h,... Starting materials: C(C)(=O)O (acetic acid), ClC=1C2=C(N=CN1)SC=C2C2=CC=NC=C2 (4-chloro-5-pyridin-4-ylthieno[2,3-d]pyrimidine), OCCCOC=1C=CC(=NC1)C(=O)NC (5-(3-Hydroxypropoxy)-N-methylpyridine-2-carboxamide), [H-].[Na+] (sodium hydride). Run in CN(C(C)=O)C (N,N-dimethylacetamide), CN(C(C)=O)C (N,N-dimethylacetamide). Reaction conditions: time 1.5 hour. Yields the product CNC(=O)C1=NC=C(C=C1)OCCCOC=1C2=C(N=CN1)SC=C2C2=CC=NC=C2 (N-methyl-5-{3-[(5-pyridin-4-ylthieno[2,3-d]pyrimidin-4-yl)oxy]propoxy}pyridine-2-carboxamide). Yield: 683.3%. Reaction SMILES: [OH:1][CH2:2][CH2:3][CH2:4][O:5][C:6]1[CH:7]=[CH:8][C:9]([C:12]([NH:14][CH3:15])=[O:13])=[N:10][CH:11]=1.[H-].[Na+].Cl[C:19]1[C:20]2[C:27]([C:28]3[CH:33]=[CH:32][N:31]=[CH:30][CH:29]=3)=[CH:26][S:25][C:21]=2[N:22]=[CH:23][N:24]=1.C(O)(=O)C>CN(C)C(=O)C>[CH3:15][NH:14][C:12]([C:9]1[CH:8]=[CH:7][C:6]([O:5][CH2:4][CH2:3][CH2:2][O:1][C:19]2[C:20]3[C:27]([C:28]4[CH:33]=[CH:32][N:31]=[CH:30][CH:29]=4)=[CH:26][S:25][C:21]=3[N:22]=[CH:23][N:24]=2)=[CH:11][N:10]=1)=[O:13] |f:1.2|. Reported procedure: 5-(3-Hydroxypropoxy)-N-methylpyridine-2-carboxamide (52 mg, 0.25 mmol) in N,N-dimethylacetamide (2.0 mL, 22 mmol) was treated with sodium hydride (11 mg, 60%, 0.27 mmol) at ambient temperature. After 1.5 hours, the mixture was added to a solution of 4-chloro-5-pyridin-4-ylthieno[2,3-d]pyrimidine (62 mg, 0.025 mmol) in N,N-dimethylacetamide (1.0 mL) and the resulting mixture was stirred at room temperature for 12 hours. The reaction mixture was then quenched by the addition of acetic acid (0.12 m...